From a dataset of the Open Reaction Database (ORD), a public repository of structured organic reaction records. describe an organic reaction: reactants, conditions, products, and yield Starting materials: FC=1C=C(C(=CC1)C1=CC(=CC=C1)B1OC(C(O1)(C)C)(C)C)C#N (4- Fluoro-3′-(4,4,5,5-tetramethyl-[1,3,2]dioxaborolan-2-yl)biphenyl-2-carbonitrile), BrC1=CN=C2N1N=CC(=N2)C(C)(C)O (2-(7-bromoimidazo[1,2-b][1,2,4]triazin-3-yl)-propan-2-ol). Yields the product FC=1C=C(C(=CC1)C1=CC(=CC=C1)C1=CN=C2N1N=CC(=N2)C(C)(C)O)C#N (4-Fluoro-3′-[3-(1-hydroxy-1-methylethyl)imidazo[1,2-b][1,2,4]triazin-7-yl]-biphenyl-2-carbonitrile). As a reaction SMILES: [F:1][C:2]1[CH:3]=[C:4]([C:23]#[N:24])[C:5]([C:8]2[CH:13]=[CH:12][CH:11]=[C:10](B3OC(C)(C)C(C)(C)O3)[CH:9]=2)=[CH:6][CH:7]=1.Br[C:26]1[N:30]2[N:31]=[CH:32][C:33]([C:35]([OH:38])([CH3:37])[CH3:36])=[N:34][C:29]2=[N:28][CH:27]=1>>[F:1][C:2]1[CH:3]=[C:4]([C:23]#[N:24])[C:5]([C:8]2[CH:13]=[CH:12][CH:11]=[C:10]([C:26]3[N:30]4[N:31]=[CH:32][C:33]([C:35]([OH:38])([CH3:36])[CH3:37])=[N:34][C:29]4=[N:28][CH:27]=3)[CH:9]=2)=[CH:6][CH:7]=1. Procedure: 4- Fluoro-3′-(4,4,5,5-tetramethyl-[1,3,2]dioxaborolan-2-yl)biphenyl-2-carbonitrile was coupled to 2-(7-bromoimidazo[1,2-b][1,2,4]triazin-3-yl)-propan-2-ol in 32% yield using a similar procedure to that described in Example C, step f, to give a yellow solid: mp 175° C.; 1H NMR (360 MHz, CDCl3) δ 1.71 (6H, s), 3.25 (1H, br s), 7.41-7.67 (5H, m), 8.01 (1H, m), 8.24 (1H, s), 8.31 (1H, s), 8.78 (1H, s); MS (ES+) m/z 374 [M+H]+. Anal. Found: C, 67.38; H, 4.27; N, 18.51%. Required for C21H16FN5O: C, 67... Reactants: ClC1=C(N)C=CC(=C1)[N+](=O)[O-] (2-chloro-4-nitroaniline), COC1OC(CC1)OC (2,5-dimethoxytetrahydrofuran). The solvent is C(C)(=O)O (acetic acid), O (water). The product is ClC1=C(C=CC(=C1)[N+](=O)[O-])N1C=CC=C1 (1-(2-chloro-4-nitrophenyl)pyrrole). Isolated yield 84.2%. Reaction SMILES: [Cl:1][C:2]1[CH:8]=[C:7]([N+:9]([O-:11])=[O:10])[CH:6]=[CH:5][C:3]=1[NH2:4].CO[CH:14]1[CH2:18][CH2:17][CH:16](OC)O1>C(O)(=O)C.O>[Cl:1][C:2]1[CH:8]=[C:7]([N+:9]([O-:11])=[O:10])[CH:6]=[CH:5][C:3]=1[N:4]1[CH:14]=[CH:18][CH:17]=[CH:16]1. Procedure: A stirred mixture of 20.0 g (0.12 mole) of 2-chloro-4-nitroaniline and 17.9 g (0.14 mole) of 2,5-dimethoxytetrahydrofuran in 30 ml of glacial acetic acid was heated at reflux for three hours. The mixture was cooled to room temperature, diluted with water, and extracted with diethyl ether. The extract was washed with a saturated aqueous potassium carbonate solution then dried over anhydrous magnesium sulfate and filtered. The solvent was evaporated from the filtrate under reduced pressure to leav... Reactants: ClCC1=NC=CC=N1 (2-chloromethylpyrimidine), C(CN)N (ethylenediamine), N1=C(N=CC=C1)CNCCN (N-(2-pyrimidylmethyl)ethylenediamine), CN=C=S (methyl isothiocyanate). The product is C(#N)NC(=NCCNCC1=NC=CC=N1)NC (N-Cyano-N'-methyl-N"-[2-(2-pyrimidylmethylamino)ethyl]-guanidine). As a reaction SMILES: ClC[C:3]1[N:8]=[CH:7]C=[CH:5][N:4]=1.C(N)C[NH2:11].[N:13]1[CH:18]=[CH:17][CH:16]=[N:15][C:14]=1[CH2:19][NH:20][CH2:21][CH2:22][NH2:23].CN=C=S>>[C:5]([NH:4][C:3]([NH:8][CH3:7])=[N:23][CH2:22][CH2:21][NH:20][CH2:19][C:14]1[N:15]=[CH:16][CH:17]=[CH:18][N:13]=1)#[N:11]. Procedure: Reaction of 2-chloromethylpyrimidine with ethylenediamine by the procedure of Example 34 and reaction of the resulting N-(2-pyrimidylmethyl)ethylenediamine with methyl isothiocyanate by the procedure of Example 3(b) gives, after concentrating and chromatographing, N-methyl-N'-[2-(2-pyrimidylmethylamino)ethyl]thiourea. This thiourea is reacted with lead cyanamide by the procedure of Examples 3(b) to give the title compound. Reactants: ClC1=CC(=C(C=C1O)N1C=2N(C(=CC1=O)C(F)(F)F)C=CN2)F (8-(4-chloro-2-fluoro-5-hydroxyphenyl)-7,8-dihydro-5-trifluoromethylimidazo[1,2-a]pyrimidin-7-one), C(C#C)Br (propargyl bromide), C([O-])([O-])=O.[K+].[K+] (potassium carbonate). Run in C(C)#N (acetonitrile). Product: ClC1=CC(=C(C=C1OCC#C)N1C=2N(C(=CC1=O)C(F)(F)F)C=CN2)F (8-(4-chloro-2-fluoro-5-propargyloxyphenyl)-7,8-dihydro-5-trifluoromethylimidazo[1,2-a]pyrimidin-7-one). RXN SMILES: [Cl:1][C:2]1[C:7]([OH:8])=[CH:6][C:5]([N:9]2[C:14](=[O:15])[CH:13]=[C:12]([C:16]([F:19])([F:18])[F:17])[N:11]3[CH:20]=[CH:21][N:22]=[C:10]23)=[C:4]([F:23])[CH:3]=1.[CH2:24](Br)[C:25]#[CH:26].C(=O)([O-])[O-].[K+].[K+]>C(#N)C>[Cl:1][C:2]1[C:7]([O:8][CH2:26][C:25]#[CH:24])=[CH:6][C:5]([N:9]2[C:14](=[O:15])[CH:13]=[C:12]([C:16]([F:18])([F:19])[F:17])[N:11]3[CH:20]=[CH:21][N:22]=[C:10]23)=[C:4]([F:23])[CH:3]=1 |f:2.3.4|. Procedure details: A mixture of 8-(4-chloro-2-fluoro-5-hydroxyphenyl)-7,8-dihydro-5-trifluoromethylimidazo[1,2-a]pyrimidin-7-one (4.3 g), propargyl bromide (2.3 g), potassium carbonate (2.1 g) and acetonitrile (100 ml) was heated to reflux for 2 hours. The solvent was distilled off under reduced pressure. The residue was added with water and extracted with ethyl acetate. The extract layer was washed with water and dried on anhydrous magnesium sulfate. The solvent was distilled off under reduced pressure and the re...